This data is from the Open Reaction Database (ORD), a public repository of structured organic reaction records. The task is: describe an organic reaction: reactants, conditions, products, and yield The reactants are COc1ccc2[nH]c(SCc3ncc(C)c(OC)c3C)nc2c1, ClCCl, [Na+], [Na+], O=C([O-])[O-], O=C1OC(=O)c2ccccc21, O, OO. The product is COc1ccc2[nH]c(S(=O)Cc3ncc(C)c(OC)c3C)nc2c1. Reaction SMILES: [CH3:1][O:2][c:3]1[cH:4][c:5]2[c:6]([nH:7][c:8]([S:10][CH2:11][c:12]3[n:13][cH:14][c:15]([CH3:21])[c:16]([O:19][CH3:20])[c:17]3[CH3:18])[n:9]2)[cH:22][cH:23]1.[Cl:43][CH2:44][Cl:45].[Na+:35].[Na+:36].[O-:37][C:38](=[O:39])[O-:40].[O:24]=[C:25]1[c:26]2[c:27]([cH:28][cH:29][cH:30][cH:31]2)[C:32](=[O:33])[O:34]1.[OH2:46].[OH:41][OH:42]>>[CH3:1][O:2][c:3]1[cH:4][c:5]2[c:6]([nH:7][c:8]([S:10]([CH2:11][c:12]3[n:13][cH:14][c:15]([CH3:21])[c:16]([O:19][CH3:20])[c:17]3[CH3:18])=[O:24])[n:9]2)[cH:22][cH:23]1. Starting materials: CO, CCOC(=O)C(Cc1cnc(C(F)(F)F)s1)C(O)c1ccc(F)cc1, [Na+], [OH-]. The product is O=C(O)C(Cc1cnc(C(F)(F)F)s1)C(O)c1ccc(F)cc1. RXN SMILES: [CH3:28][OH:29].[F:1][c:2]1[cH:3][cH:4][c:5]([CH:8]([CH:9]([C:10](=[O:11])[O:12][CH2:13][CH3:14])[CH2:15][c:16]2[cH:17][n:18][c:19]([C:21]([F:22])([F:23])[F:24])[s:20]2)[OH:25])[cH:6][cH:7]1.[Na+:27].[OH-:26]>>[F:1][c:2]1[cH:3][cH:4][c:5]([CH:8]([CH:9]([C:10](=[O:11])[OH:12])[CH2:15][c:16]2[cH:17][n:18][c:19]([C:21]([F:22])([F:23])[F:24])[s:20]2)[OH:25])[cH:6][cH:7]1. Starting materials: ClC1=C(C=CC=C1)C=1N(C(=NN1)C(C(O)C1=CC=CC=C1)(C)C)C (2-[5-(2-chlorophenyl)-4-methyl-4H-1,2,4-triazol-3-yl]-2-methyl-1-phenylpropan-1-ol). Reagents/catalysts: [O-2].[O-2].[Mn+4] (manganese dioxide), [O-2].[O-2].[Mn+4] (Manganese dioxide). The solvent is C(Cl)Cl (methylene chloride). Run at time 3 hour. The product is ClC1=C(C=CC=C1)C=1N(C(=NN1)C(C(=O)C1=CC=CC=C1)(C)C)C (2-[5-(2-chlorophenyl)-4-methyl-4H-1,2,4-triazol-3-yl]-2-methyl-1-phenylpropan-1-one). Yield: 73.7%. Reaction SMILES: [Cl:1][C:2]1[CH:7]=[CH:6][CH:5]=[CH:4][C:3]=1[C:8]1[N:9]([CH3:24])[C:10]([C:13]([CH3:23])([CH3:22])[CH:14]([C:16]2[CH:21]=[CH:20][CH:19]=[CH:18][CH:17]=2)[OH:15])=[N:11][N:12]=1>[O-2].[O-2].[Mn+4].C(Cl)Cl>[Cl:1][C:2]1[CH:7]=[CH:6][CH:5]=[CH:4][C:3]=1[C:8]1[N:9]([CH3:24])[C:10]([C:13]([CH3:22])([CH3:23])[C:14]([C:16]2[CH:17]=[CH:18][CH:19]=[CH:20][CH:21]=2)=[O:15])=[N:11][N:12]=1 |f:1.2.3|. Reported procedure: Manganese dioxide (955 mg) was gradually added to a methylene chloride (4.8 ml) solution of 2-[5-(2-chlorophenyl)-4-methyl-4H-1,2,4-triazol-3-yl]-2-methyl-1-phenylpropan-1-ol (191 mg) under ice cooling. The reaction mixture was stirred at room temperature for 3 hours and then manganese dioxide (955 mg) was added thereto, followed by stirring at room temperature for another 18.5 hours. Then, the mixture was subjected to filtration through celite. The filtrate was subjected to evaporation under re... Reactants: CN1N=C(C2=C(C1=O)C=NC(=N2)SC)C (6,8-dimethyl-2-(methylthio)pyrimido[5,4-d]pyridazin-5(6H)-one), ClC=1C=C(C(=O)OO)C=CC1 (meta-chloroperoxybenzoic acid), CCN(C(C)C)C(C)C (Hunig's base), CN1CCN(CC1)C1=CC=C(N)C=C1 (4-(4-methylpiperazin-1-yl)aniline). Solvent: ClCCl (dichloromethane). Reaction conditions: temperature 100 celsius, time 1 hour. Product: CN1N=C(C2=C(C1=O)C=NC(=N2)NC2=CC=C(C=C2)N2CCN(CC2)C)C (6,8-dimethyl-2-{[4-(4-methylpiperazin-1-yl)phenyl]amino}pyrimido[4,5-d]pyridazin-5(6H)-one). As a reaction SMILES: [CH3:1][N:2]1[C:7](=[O:8])[C:6]2[CH:9]=[N:10][C:11](SC)=[N:12][C:5]=2[C:4]([CH3:15])=[N:3]1.ClC1C=C(C=CC=1)C(OO)=O.CCN(C(C)C)C(C)C.[CH3:36][N:37]1[CH2:42][CH2:41][N:40]([C:43]2[CH:49]=[CH:48][C:46]([NH2:47])=[CH:45][CH:44]=2)[CH2:39][CH2:38]1>ClCCl>[CH3:1][N:2]1[C:7](=[O:8])[C:6]2[CH:9]=[N:10][C:11]([NH:47][C:46]3[CH:45]=[CH:44][C:43]([N:40]4[CH2:39][CH2:38][N:37]([CH3:36])[CH2:42][CH2:41]4)=[CH:49][CH:48]=3)=[N:12][C:5]=2[C:4]([CH3:15])=[N:3]1. Procedure details: To a cold (0° C.) solution of Example 1C (100 mg, 0.450 mmol) in dichloromethane (1.5 mL) was added meta-chloroperoxybenzoic acid (122 mg, 0.495 mmol) in a single portion. After 1 hour, the reaction mixture was partitioned between 10% sodium thiosulfate solution and ethyl acetate. The layers were separated, and the organic layer was washed with saturated sodium bicarbonate solution, dried with anhydrous sodium sulfate, filtered and concentrated under reduced pressure. The residue was dissolved i... Procedure: A quantity of 33.7 g of potassium t-butoxide, 40.0 g of 4-methyl-5-ethyl-tetrahydro-1,4-oxazin-3-one, and 29.3 g of isobutyl nitrite were caused to react sequentially in 800 ml of anhydrous tetrahydrofuran in a manner similar to that described in Example III. Following a similar workup, 44.7 g of a thick oil were obtained which could not be induced to crystallize. Part (10 grams) was chromatographed on silica gel eluting the product band (3.0 grams) with acetone after unchanged starting material... Yields the product N(O)=C1OCC(N(C1=O)C)CC (2-Oximino-4-methyl-5-ethyltetrahydro-1,4-oxazin-3-one). RXN SMILES: CC(C)([O-])C.[K+].[CH3:7][N:8]1[CH:13]([CH2:14][CH3:15])[CH2:12][O:11][CH2:10][C:9]1=[O:16].[N:17](OCC(C)C)=[O:18]>O1CCCC1>[N:17](=[C:10]1[C:9](=[O:16])[N:8]([CH3:7])[CH:13]([CH2:14][CH3:15])[CH2:12][O:11]1)[OH:18] |f:0.1|. The yield is 92.9%. The reactants are CC(C)([O-])C.[K+] (potassium t-butoxide), CN1C(COCC1CC)=O (4-methyl-5-ethyl-tetrahydro-1,4-oxazin-3-one), N(=O)OCC(C)C (isobutyl nitrite). The solvent is O1CCCC1 (tetrahydrofuran). Reactants: hydrochloride salt, CC1(C2CNCC12)C=1C=C(C=CC1)NS(=O)(=O)C (N-[3-(6-methyl-3-azabicyclo[3.1.0]hex-6-yl)phenyl]methanesulfonamide), C(O)([O-])=O.[Na+] (sodium hydrogen carbonate), C12(CC3CC(CC(C1)C3)C2)CCI (1-adamantyl-2-iodoethane), C(C)OCC (diethyl ether). Solvent: CN(C=O)C (N,N-dimethylformamide), O (water). Conditions: temperature 50 celsius, time 5 minute. Yields the product N (ammonia), C12(CC3CC(CC(C1)C3)C2)CCN2CC3C(C3C2)(C)C=2C=C(C=CC2)NS(=O)(=O)C (N-(3-{3-[2-(1-Adamantyl)ethyl]-6-methyl-3-azabicyclo[3.1.0]hex-6-yl}phenyl)methanesulfonamide). Isolated yield 78.6%. As a reaction SMILES: [CH3:1][C:2]1([C:8]2[CH:9]=[C:10]([NH:14][S:15]([CH3:18])(=[O:17])=[O:16])[CH:11]=[CH:12][CH:13]=2)[CH:7]2[CH:3]1[CH2:4][NH:5][CH2:6]2.C(=O)([O-])O.[Na+].[C:24]12([CH2:34][CH2:35]I)[CH2:33][CH:28]3[CH2:29][CH:30]([CH2:32][CH:26]([CH2:27]3)[CH2:25]1)[CH2:31]2.C(OCC)C>CN(C)C=O.O>[NH3:5].[C:24]12([CH2:34][CH2:35][N:5]3[CH2:6][CH:7]4[CH:3]([C:2]4([C:8]4[CH:9]=[C:10]([NH:14][S:15]([CH3:18])(=[O:17])=[O:16])[CH:11]=[CH:12][CH:13]=4)[CH3:1])[CH2:4]3)[CH2:25][CH:26]3[CH2:32][CH:30]([CH2:29][CH:28]([CH2:27]3)[CH2:33]1)[CH2:31]2 |f:1.2|. Procedure: To a solution of the hydrochloride salt of N-[3-(6-methyl-3-azabicyclo[3.1.0]hex-6-yl)phenyl]methanesulfonamide (Preparation 53, 57 mg, 0.19 mmol) in N,N-dimethylformamide (2 ml) was added sodium hydrogen carbonate (630 mg, 7.52 mmol) and 1-adamantyl-2-iodoethane (Preparation 93, 58 mg, 0.2 mmol) and the reaction was heated at 50° C. for 20 h. After cooling diethyl ether (5 ml) and water (7 ml) were added and the reaction mixture was stirred vigorously for 5 min. The phases were separated and th... The reactants are ClCCCBr, CC(C)=O, Cc1cc(C(C)(CC(=O)c2ccccc2)c2ccccc2)ccc1O. The product is Cc1cc(C(C)(CC(=O)c2ccccc2)c2ccccc2)ccc1OCCCBr. Reaction SMILES: [Br:26][CH2:27][CH2:28][CH2:29][Cl:30].[CH3:31][C:32](=[O:33])[CH3:34].[OH:1][c:2]1[cH:3][cH:4][c:5]([C:9]([CH2:10][C:11](=[O:12])[c:13]2[cH:14][cH:15][cH:16][cH:17][cH:18]2)([c:19]2[cH:20][cH:21][cH:22][cH:23][cH:24]2)[CH3:25])[cH:6][c:7]1[CH3:8]>>[O:1]([c:2]1[cH:3][cH:4][c:5]([C:9]([CH2:10][C:11](=[O:12])[c:13]2[cH:14][cH:15][cH:16][cH:17][cH:18]2)([c:19]2[cH:20][cH:21][cH:22][cH:23][cH:24]2)[CH3:25])[cH:6][c:7]1[CH3:8])[CH2:29][CH2:28][CH2:27][Br:26].